From a dataset of the Open Reaction Database (ORD), a public repository of structured organic reaction records. describe an organic reaction: reactants, conditions, products, and yield The reactants are [BH3-]C#N, CC(=O)O, CC(C)(C)CC=O, CO, Cc1cc(C(=O)N2Cc3cnn(C)c3Nc3ccccc32)ccc1CNC(=O)CC1CCNCC1, [Na+]. Yields the product Cc1cc(C(=O)N2Cc3cnn(C)c3Nc3ccccc32)ccc1CNC(=O)CC1CCN(CCC(C)(C)C)CC1. As a reaction SMILES: [C:43]([BH3-:44])#[N:45].[C:47]([OH:48])(=[O:49])[CH3:50].[CH3:1][C:2]([CH2:3][CH:4]=[O:5])([CH3:6])[CH3:7].[CH3:51][OH:52].[CH3:8][c:9]1[c:10]([CH2:11][NH:12][C:13]([CH2:14][CH:15]2[CH2:16][CH2:17][NH:18][CH2:19][CH2:20]2)=[O:21])[cH:22][cH:23][c:24]([C:26](=[O:27])[N:28]2[c:29]3[c:30]([cH:39][cH:40][cH:41][cH:42]3)[NH:31][c:32]3[n:33]([CH3:38])[n:34][cH:35][c:36]3[CH2:37]2)[cH:25]1.[Na+:46]>>[CH3:1][C:2]([CH2:3][CH2:4][N:18]1[CH2:17][CH2:16][CH:15]([CH2:14][C:13]([NH:12][CH2:11][c:10]2[c:9]([CH3:8])[cH:25][c:24]([C:26](=[O:27])[N:28]3[c:29]4[c:30]([cH:39][cH:40][cH:41][cH:42]4)[NH:31][c:32]4[n:33]([CH3:38])[n:34][cH:35][c:36]4[CH2:37]3)[cH:23][cH:22]2)=[O:21])[CH2:20][CH2:19]1)([CH3:6])[CH3:7]. Starting materials: C(C(=O)O)(=O)O.C(C1=CC=CC=C1)OC=1C=C2CCNC(C2=CC1NS(=O)(=O)C1=CC=CC=C1)CC1=CC(=C(C(=C1)Br)OC)Br (N-[6-benzyloxy-1-(3,5-dibromo-4-methoxy-benzyl)-1,2,3,4-tetrahydro-isoquinolin-7-yl]-benzenesulfonamide oxalate), Cl (HCl), 1h, mixture, [OH-].[Na+].C(Cl)Cl (NaOH methylene chloride). Run in CO (methanol). Yields the product Cl.BrC=1C=C(CC2NCCC3=CC(=C(C=C23)NS(=O)(=O)C2=CC=CC=C2)O)C=C(C1OC)Br (N-[1-(3,5-dibromo-4-methoxy-benzyl)-6-hydroxy-1,2,3,4-tetrahydro-isoquinolin-7-yl]-benzenesulfonamide hydrochloride). RXN SMILES: C(O)(=O)C(O)=O.C([O:14][C:15]1[CH:16]=[C:17]2[C:22](=[CH:23][C:24]=1[NH:25][S:26]([C:29]1[CH:34]=[CH:33][CH:32]=[CH:31][CH:30]=1)(=[O:28])=[O:27])[CH:21]([CH2:35][C:36]1[CH:41]=[C:40]([Br:42])[C:39]([O:43][CH3:44])=[C:38]([Br:45])[CH:37]=1)[NH:20][CH2:19][CH2:18]2)C1C=CC=CC=1.[OH-].[Na+].C(Cl)[Cl:49].Cl>CO>[ClH:49].[Br:45][C:38]1[CH:37]=[C:36]([CH:41]=[C:40]([Br:42])[C:39]=1[O:43][CH3:44])[CH2:35][CH:21]1[C:22]2[C:17](=[CH:16][C:15]([OH:14])=[C:24]([NH:25][S:26]([C:29]3[CH:30]=[CH:31][CH:32]=[CH:33][CH:34]=3)(=[O:28])=[O:27])[CH:23]=2)[CH2:18][CH2:19][NH:20]1 |f:0.1,2.3.4,7.8|. Reported procedure: N-[6-benzyloxy-1-(3,5-dibromo-4-methoxy-benzyl)-1,2,3,4-tetrahydro-isoquinolin-7-yl]-benzenesulfonamide oxalate (0.389 g, 0.00051 mol) was neutralized in a mixture 1N NaOH-methylene chloride. A free base was dissolved in a methanol—conc. HCl mixture (35 mL of each). The reaction mixture was refluxed for 1h and evaporated. HCl salt was neutralized with conc. NaHCO3 solution. The product was purified by column chromatography (silica gel, chloroform-methanol—aq. ammonia/100:10:1) and dissolved in m...